Dataset: the Open Reaction Database (ORD), a public repository of structured organic reaction records. Task: describe an organic reaction: reactants, conditions, products, and yield The reactants are IC=1C=C2C(C(NC(C2=CC1)=O)=O)=COC (6-iodo-4-methoxymethylene-4H-isoquinoline-1,3-dione), NC=1C=CC(=NC1)N1CCN(CC1)C(=O)OC(C)(C)C (tert-butyl 4-(5-aminopyridin-2-yl)piperazine-1-carboxylate). Run in CN(C=O)C (N,N-dimethylformamide). The product is IC=1C=C2/C(/C(NC(C2=CC1)=O)=O)=C/NC=1C=CC(=NC1)N1CCN(CC1)C(=O)OC(C)(C)C (tert-Butyl 4-(5-{[(Z)-(6-iodo-1,3-dioxo-2,3-dihydroisoquinolin-4(1H)-ylidene)methyl]amino}pyridin-2-yl)piperazine-1-carboxylate). Isolated yield 79.1%. RXN SMILES: [I:1][C:2]1[CH:3]=[C:4]2[C:9](=[CH:10][CH:11]=1)[C:8](=[O:12])[NH:7][C:6](=[O:13])[C:5]2=[CH:14]OC.[NH2:17][C:18]1[CH:19]=[CH:20][C:21]([N:24]2[CH2:29][CH2:28][N:27]([C:30]([O:32][C:33]([CH3:36])([CH3:35])[CH3:34])=[O:31])[CH2:26][CH2:25]2)=[N:22][CH:23]=1>CN(C)C=O>[I:1][C:2]1[CH:3]=[C:4]2[C:9](=[CH:10][CH:11]=1)[C:8](=[O:12])[NH:7][C:6](=[O:13])/[C:5]/2=[CH:14]\[NH:17][C:18]1[CH:19]=[CH:20][C:21]([N:24]2[CH2:29][CH2:28][N:27]([C:30]([O:32][C:33]([CH3:36])([CH3:35])[CH3:34])=[O:31])[CH2:26][CH2:25]2)=[N:22][CH:23]=1. Procedure: A N,N-dimethylformamide solution (1 mL) of 6-iodo-4-methoxymethylene-4H-isoquinoline-1,3-dione (106.4 mg, 0.323 mmol), and tert-butyl 4-(5-aminopyridin-2-yl)piperazine-1-carboxylate (90 mg, 0.323 mmol) is heated at 90° C. for 40 min. After cooling in the refrigerator, the precipitate is collected, and washed with N,N-dimethylformamide and ether to give 147 mg (79%) of the title compound as a yellow solid. MS (ESI) m/z 576.1 (M+H)+1 The reactants are [Na] (Sodium), C(CC(=O)OCC)(=O)OCC (diethyl malonate), BrCC(=O)C=1C(=NN2C1C=CC=C2)C(C)C (3-(2-bromoacetyl)-2-isopropylpyrazolo[1,5-a]pyridine). The solvent is C(C)O (ethanol), C(C)O (ethanol). Conditions: temperature 50 celsius, time 20 minute. The product is C(C)OC(=O)C(C(=O)OCC)CC(=O)C=1C(=NN2C1C=CC=C2)C(C)C (Ethyl 2-ethoxycarbonyl-4-(2-isopropylpyrazolo[1,5-a]-pyridine-3-yl)-4-oxobutyrate). Isolated yield 32.4%. RXN SMILES: [Na].[C:2]([O:10][CH2:11][CH3:12])(=[O:9])[CH2:3][C:4]([O:6][CH2:7][CH3:8])=[O:5].Br[CH2:14][C:15]([C:17]1[C:18]([CH:26]([CH3:28])[CH3:27])=[N:19][N:20]2[CH:25]=[CH:24][CH:23]=[CH:22][C:21]=12)=[O:16]>C(O)C>[CH2:11]([O:10][C:2]([CH:3]([CH2:14][C:15]([C:17]1[C:18]([CH:26]([CH3:28])[CH3:27])=[N:19][N:20]2[CH:25]=[CH:24][CH:23]=[CH:22][C:21]=12)=[O:16])[C:4]([O:6][CH2:7][CH3:8])=[O:5])=[O:9])[CH3:12] |^1:0|. Procedure details: Sodium (0.10 g) was dissolved into ethanol (4 ml) and diethyl malonate (0.71 g) was added at room temperature. After stirring for 20 minutes at 50° C., a solution of 3-(2-bromoacetyl)-2-isopropylpyrazolo[1,5-a]pyridine (1.06 g) in ethanol (6 ml) was added and the mixture was stirred for 75 minutes at 80° C. The reaction liquor was concentrated, and, water and ethyl acetate were added to the residue to separate the organic layer. After the organic layer was washed with water and with saturated br... The reactants are 2Z, C(C)OC(C(=C(C(=O)OCC)C1=NC2=C(N1C(=O)OC(C)(C)C)C=C(C=C2C)N2CCOCC2)NCC(O)C2=CC(=CC=C2)Cl)=O (2-[2-(3-Chloro-phenyl)-2-hydroxy-ethylamino]-3-(1-tert-butyloxycarbonyl-4-methyl-6-morpholin-4-yl-1H-benzoimidazol-2-yl)-but-2-enedioic acid diethyl ester), 2-E, 2Z, C(C)OC(C(=C(C(=O)OCC)C1=NC2=C(N1C(=O)OC(C)(C)C)C=C(C=C2C)N2CCOCC2)OS(=O)(=O)C)=O (2-methanesulfonyloxy-3-(1-tert-butyloxycarbonyl-4-methyl-6-morpholin-4-yl-1H-benzoimidazol-2-yl)-but-2-enedioic acid diethyl ester), NC[C@@H](O)C1=CC(=CC=C1)Cl ((S)-2-amino-1-[3-chlorophenyl]ethanol). Run in C(C)#N (acetonitrile). Conditions: temperature 60 celsius, time 1 hour. Product: C(C)OC(C(C(C(=O)OCC)=O)C1=NC2=C(N1C(=O)OC(C)(C)C)C=C(C=C2C)N2CCOCC2)=O (2-(1-Tert-butyloxycarbonyl-4-methyl-6-morpholin-4-yl-1H-benzoimidazol-2-yl)-3-oxo-succinic acid diethyl ester). The yield is 94.6%. As a reaction SMILES: C(OC(=O)C(NCC(C1C=CC=C(Cl)C=1)O)=C(C1N(C(OC(C)(C)C)=O)C2C=C(N3CCOCC3)C=C(C)C=2N=1)C(OCC)=O)C.[CH2:47]([O:49][C:50](=[O:86])[C:51]([O:81]S(C)(=O)=O)=[C:52]([C:58]1[N:62]([C:63]([O:65][C:66]([CH3:69])([CH3:68])[CH3:67])=[O:64])[C:61]2[CH:70]=[C:71]([N:75]3[CH2:80][CH2:79][O:78][CH2:77][CH2:76]3)[CH:72]=[C:73]([CH3:74])[C:60]=2[N:59]=1)[C:53]([O:55][CH2:56][CH3:57])=[O:54])[CH3:48].NC[C@H](C1C=CC=C(Cl)C=1)O>C(#N)C>[CH2:56]([O:55][C:53](=[O:54])[CH:52]([C:58]1[N:62]([C:63]([O:65][C:66]([CH3:67])([CH3:69])[CH3:68])=[O:64])[C:61]2[CH:70]=[C:71]([N:75]3[CH2:76][CH2:77][O:78][CH2:79][CH2:80]3)[CH:72]=[C:73]([CH3:74])[C:60]=2[N:59]=1)[C:51](=[O:81])[C:50]([O:49][CH2:47][CH3:48])=[O:86])[CH3:57]. Reported procedure: (S)-(2E and 2Z)-2-[2-(3-Chloro-phenyl)-2-hydroxy-ethylamino]-3-(1-tert-butyloxycarbonyl-4-methyl-6-morpholin-4-yl-1H-benzoimidazol-2-yl)-but-2-enedioic acid diethyl ester: To a stirred solution of (2-E and 2Z)-2-methanesulfonyloxy-3-(1-tert-butyloxycarbonyl-4-methyl-6-morpholin-4-yl-1H-benzoimidazol-2-yl)-but-2-enedioic acid diethyl ester (0.012 g, 0.021 mmol) in acetonitrile (1 mL) was added (S)-2-amino-1-[3-chlorophenyl]ethanol (0.005 g, 0.031 mmol) and the mixture was stirred at 60° C. for 1 ... Starting materials: CCOC(C)=O, CCc1ccccc1N=C=S, Nc1cc[nH]n1. Yields the product CCc1ccccc1NC(=S)Nc1cc[nH]n1. RXN SMILES: [CH3:18][CH2:19][O:20][C:21](=[O:22])[CH3:23].[CH3:7][CH2:8][c:9]1[c:10]([N:15]=[C:16]=[S:17])[cH:11][cH:12][cH:13][cH:14]1.[NH2:1][c:2]1[n:3][nH:4][cH:5][cH:6]1>>[NH:1]([c:2]1[n:3][nH:4][cH:5][cH:6]1)[C:16]([NH:15][c:10]1[c:9]([CH2:8][CH3:7])[cH:14][cH:13][cH:12][cH:11]1)=[S:17]. Starting materials: ice water, Cl (hydrochloric acid), OC1=CC=C(C(=O)O)C=C1 (4-hydroxybenzoic acid), FC1=C(C#N)C=CC=C1 (2-fluorobenzonitrile), C([O-])([O-])=O.[K+].[K+] (potassium carbonate). Run in CS(=O)C (dimethylsulfoxide). Run at temperature 120 celsius, time 4 hour. Yields the product C(#N)C1=C(OC2=CC=C(C(=O)O)C=C2)C=CC=C1 (4-(2-cyanophenoxy)benzoic acid). Yield: 48.5%. Reaction SMILES: [OH:1][C:2]1[CH:10]=[CH:9][C:5]([C:6]([OH:8])=[O:7])=[CH:4][CH:3]=1.F[C:12]1[CH:19]=[CH:18][CH:17]=[CH:16][C:13]=1[C:14]#[N:15].C(=O)([O-])[O-].[K+].[K+].Cl>CS(C)=O>[C:14]([C:13]1[CH:16]=[CH:17][CH:18]=[CH:19][C:12]=1[O:1][C:2]1[CH:10]=[CH:9][C:5]([C:6]([OH:8])=[O:7])=[CH:4][CH:3]=1)#[N:15] |f:2.3.4|. Procedure: To a solution of 4-hydroxybenzoic acid (7 g, 50 mmol) and 2-fluorobenzonitrile (7.36 g, 60 mmol) in dimethylsulfoxide (40 mL) was added potassium carbonate (20 g, 150 mmol). The reaction mixture was stirred at 120° C. for 4 hours. After the reaction, the temperature was allowed to cool to room temperature, then the mixture was poured into ice water (100 mL). The mixture was neutralized to pH=3 with concentrated hydrochloric acid and then extracted with ethyl acetate (15 mL×3). The combined organ... Starting materials: BrCCc1ccccc1, O=C([O-])[O-], CN(C)C=O, [K+], [K+], Nc1nc(S)nc2c1nc(O)n2Cc1ccccc1. Yields the product Nc1nc(SCCc2ccccc2)nc2c1nc(O)n2Cc1ccccc1. As a reaction SMILES: [Br:26][CH2:27][CH2:28][c:29]1[cH:30][cH:31][cH:32][cH:33][cH:34]1.[C:20](=[O:21])([O-:22])[O-:23].[CH3:35][N:36]([CH3:37])[CH:38]=[O:39].[K+:24].[K+:25].[NH2:1][c:2]1[c:3]2[n:4][c:5]([OH:19])[n:6]([CH2:12][c:13]3[cH:14][cH:15][cH:16][cH:17][cH:18]3)[c:7]2[n:8][c:9]([SH:11])[n:10]1>>[NH2:1][c:2]1[c:3]2[n:4][c:5]([OH:19])[n:6]([CH2:12][c:13]3[cH:14][cH:15][cH:16][cH:17][cH:18]3)[c:7]2[n:8][c:9]([S:11][CH2:27][CH2:28][c:29]2[cH:30][cH:31][cH:32][cH:33][cH:34]2)[n:10]1. Reactants: CC(=O)Cl, Cl, O=C(NC1CCNCC1)c1c[nH]c2c(-c3cc(F)ccc3OCC3CC3)ncnc12. Product: CC(=O)N1CCC(NC(=O)c2c[nH]c3c(-c4cc(F)ccc4OCC4CC4)ncnc23)CC1. As a reaction SMILES: [CH3:32][C:33]([Cl:34])=[O:35].[ClH:1].[NH:2]1[CH2:3][CH2:4][CH:5]([NH:8][C:9](=[O:10])[c:11]2[cH:12][nH:13][c:14]3[c:15]2[n:16][cH:17][n:18][c:19]3-[c:20]2[c:21]([O:27][CH2:28][CH:29]3[CH2:30][CH2:31]3)[cH:22][cH:23][c:24]([F:26])[cH:25]2)[CH2:6][CH2:7]1>>[N:2]1([C:33]([CH3:32])=[O:35])[CH2:3][CH2:4][CH:5]([NH:8][C:9](=[O:10])[c:11]2[cH:12][nH:13][c:14]3[c:15]2[n:16][cH:17][n:18][c:19]3-[c:20]2[c:21]([O:27][CH2:28][CH:29]3[CH2:30][CH2:31]3)[cH:22][cH:23][c:24]([F:26])[cH:25]2)[CH2:6][CH2:7]1.